Dataset: the Open Reaction Database (ORD), a public repository of structured organic reaction records. Task: describe an organic reaction: reactants, conditions, products, and yield The solvent is ClCCl (dichloromethane). Reaction SMILES: FC(F)(F)C([O-])=O.O1CCCCC1[O:14][N:15]=[C:16]([C:52]1[N:53]=[C:54]([NH:57]C(C2C=CC=CC=2)(C2C=CC=CC=2)C2C=CC=CC=2)[S:55][CH:56]=1)[C:17]([NH:19][CH:20]1[C:50](=[O:51])[N:22]2[C:23]([C:34]([O:36]C(C3C=CC=CC=3)C3C=CC=CC=3)=[O:35])=[C:24]([CH2:27][N+:28]3([CH3:33])[CH2:32][CH2:31][CH2:30][CH2:29]3)[CH2:25][S:26][C@H:21]12)=[O:18].C1(OC)C=CC=CC=1.FC(F)(F)C(O)=O.C(OC(C)C)(C)C>ClCCl>[NH2:57][C:54]1[S:55][CH:56]=[C:52]([C:16](=[N:15][OH:14])[C:17]([NH:19][CH:20]2[C:50](=[O:51])[N:22]3[C:23]([C:34]([O-:36])=[O:35])=[C:24]([CH2:27][N+:28]4([CH3:33])[CH2:32][CH2:31][CH2:30][CH2:29]4)[CH2:25][S:26][C@H:21]23)=[O:18])[N:53]=1 |f:0.1|. Product: NC=1SC=C(N1)C(C(=O)NC1[C@@H]2N(C(=C(CS2)C[N+]2(CCCC2)C)C(=O)[O-])C1=O)=NO (7-[2-(2-aminothiazol-4-yl)-2-hydroxyiminoacetamido]-3-(1-methyl-1-pyrrolidinio)methyl-3-cephem-4-carboxylate). Procedure: To a solution of benzhydryl 7-[2-(2-tetrahydropyranyl)oxyimino-2-(2-tritylaminothiazol-4-yl)acetamido]-3-(1-methyl-1-pyrrolidinio)methyl-3-cephem-4-carboxylate trifluoroacetate (syn isomer) (0.9 g) in dichloromethane (2.7 ml) were added anisole (0.9 ml) and trifluoroacetic acid (1.8 ml) under ice-cooling. After stirring for 1 hour at room temperature, the mixture was poured into diisopropyl ether (50 ml). The resulting precipitate was collected by filtration, washed with diisopropyl ether, and d... The yield is 63.9%. Starting materials: FC(C(=O)[O-])(F)F.O1C(CCCC1)ON=C(C(=O)NC1[C@@H]2N(C(=C(CS2)C[N+]2(CCCC2)C)C(=O)OC(C2=CC=CC=C2)C2=CC=CC=C2)C1=O)C=1N=C(SC1)NC(C1=CC=CC=C1)(C1=CC=CC=C1)C1=CC=CC=C1 (benzhydryl 7-[2-(2-tetrahydropyranyl)oxyimino-2-(2-tritylaminothiazol-4-yl)acetamido]-3-(1-methyl-1-pyrrolidinio)methyl-3-cephem-4-carboxylate trifluoroacetate), C1(=CC=CC=C1)OC (anisole), FC(C(=O)O)(F)F (trifluoroacetic acid), C(C)(C)OC(C)C (diisopropyl ether). Reaction conditions: time 1 hour. The reactants are C1(=CC=CC=C1)OC (anisole), ClC1=C(C=C(C=C1NC1=NN2C(C(=N1)N(CC1=CC=C(C=C1)OC)C1CC1)=NC=C2C#N)C#N)N2CC(OCC2)CN(S(=O)(=O)C)CC2=CC=C(C=C2)OC ((+/−)-N-((4-(2-chloro-5-cyano-3-((7-cyano-4-(cyclopropyl(4-methoxybenzyl)amino)imidazo[2,1-f][1,2,4]triazin-2-yl)amino)phenyl)morpholin-2-yl)methyl)-N-(4-methoxybenzyl)methanesulfonamide), FC(C(=O)O)(F)F (trifluoroacetic acid). Solvent: ClCCl (dichloromethane). Run at time 15 minute. Product: ClC1=C(C=C(C=C1NC1=NN2C(C(=N1)NC1CC1)=NC=C2C#N)C#N)N2CC(OCC2)CNS(=O)(=O)C ((+/−)-N-((4-(2-Chloro-5-cyano-3-((7-cyano-4-(cyclopropylamino)imidazo[2,1-f][1,2,4]triazin-2-yl)amino)phenyl)morpholin-2-yl)methyl)methanesulfonamide). Yield: 13.1%. Reaction SMILES: [Cl:1][C:2]1[C:7]([NH:8][C:9]2[N:14]=[C:13]([N:15]([CH:25]3[CH2:27][CH2:26]3)CC3C=CC(OC)=CC=3)[C:12]3=[N:28][CH:29]=[C:30]([C:31]#[N:32])[N:11]3[N:10]=2)=[CH:6][C:5]([C:33]#[N:34])=[CH:4][C:3]=1[N:35]1[CH2:40][CH2:39][O:38][CH:37]([CH2:41][N:42](CC2C=CC(OC)=CC=2)[S:43]([CH3:46])(=[O:45])=[O:44])[CH2:36]1.C1(OC)C=CC=CC=1.FC(F)(F)C(O)=O>ClCCl>[Cl:1][C:2]1[C:7]([NH:8][C:9]2[N:14]=[C:13]([NH:15][CH:25]3[CH2:26][CH2:27]3)[C:12]3=[N:28][CH:29]=[C:30]([C:31]#[N:32])[N:11]3[N:10]=2)=[CH:6][C:5]([C:33]#[N:34])=[CH:4][C:3]=1[N:35]1[CH2:40][CH2:39][O:38][CH:37]([CH2:41][NH:42][S:43]([CH3:46])(=[O:45])=[O:44])[CH2:36]1. Reported procedure: To a round bottom flask charged with (+/−)-N-((4-(2-chloro-5-cyano-3-((7-cyano-4-(cyclopropyl(4-methoxybenzyl)amino)imidazo[2,1-f][1,2,4]triazin-2-yl)amino)phenyl)morpholin-2-yl)methyl)-N-(4-methoxybenzyl)methanesulfonamide (43.1 mg, 0.055 mmol) in dichloromethane (220 μl) was added anisole (30.0 μl, 0.275 mmol), followed by trifluoroacetic acid (169 μl, 2.200 mmol). The reaction mixture was stirred at room temperature ON. Excess TFA was removed by concentration in vacuo. The crude residue was t... Starting materials: CCCCCCCNC(=O)N(C)c1cccc(-c2ccc(C=CC(=O)OC)cc2OCc2ccccc2)c1, CCCCC, CO, [Na+], C1CCOC1, [OH-]. The product is CCCCCCCNC(=O)N(C)c1cccc(-c2ccc(C=CC(=O)O)cc2OCc2ccccc2)c1. RXN SMILES: [CH2:3]([c:4]1[cH:5][cH:6][cH:7][cH:8][cH:9]1)[O:10][c:11]1[c:12](-[c:23]2[cH:24][c:25]([N:29]([C:30](=[O:31])[NH:32][CH2:33][CH2:34][CH2:35][CH2:36][CH2:37][CH2:38][CH3:39])[CH3:40])[cH:26][cH:27][cH:28]2)[cH:13][cH:14][c:15]([CH:17]=[CH:18][C:19](=[O:20])[O:21][CH3:22])[cH:16]1.[CH3:41][CH2:42][CH2:43][CH2:44][CH3:45].[CH3:46][OH:47].[Na+:2].[O:48]1[CH2:49][CH2:50][CH2:51][CH2:52]1.[OH-:1]>>[CH2:3]([c:4]1[cH:5][cH:6][cH:7][cH:8][cH:9]1)[O:10][c:11]1[c:12](-[c:23]2[cH:24][c:25]([N:29]([C:30](=[O:31])[NH:32][CH2:33][CH2:34][CH2:35][CH2:36][CH2:37][CH2:38][CH3:39])[CH3:40])[cH:26][cH:27][cH:28]2)[cH:13][cH:14][c:15]([CH:17]=[CH:18][C:19](=[O:20])[OH:21])[cH:16]1. Reactants: O=C1CCC(=O)N1Br, O=C1Cc2cc(Br)ccc2N1. Yields the product O=C1Cc2cc(Br)cc(Br)c2N1. Reaction SMILES: [Br:12][N:13]1[C:14](=[O:15])[CH2:16][CH2:17][C:18]1=[O:19].[Br:1][c:2]1[cH:3][c:4]2[c:8]([cH:9][cH:10]1)[NH:7][C:6](=[O:11])[CH2:5]2>>[Br:1][c:2]1[cH:3][c:4]2[c:8]([c:9]([Br:12])[cH:10]1)[NH:7][C:6](=[O:11])[CH2:5]2. Starting materials: FC(C(=O)O)(F)F (trifluoroacetic acid), C(C)(C)(C)OC(=O)C1=C(C=CC=C1)C1=CC=C(C=C1)CN1C(=NC2=C1C(C(=C(C2=O)C)C)=O)CCCC (1-[(2'-t-butoxycarbonylbiphenyl-4-yl)methyl]-2-n-butyl-5,6-dimethyl-1H-benzimidazol-4,7-dione), C([O-])(O)=O.[Na+] (sodium bicarbonate). Run in C(Cl)(Cl)Cl (chloroform). The product is C(=O)(O)C1=C(C=CC=C1)C1=CC=C(C=C1)CN1C(=NC2=C1C(C(=C(C2=O)C)C)=O)CCCC (1-[(2'-carboxybiphenyl-4-yl)methyl]-2-n-butyl-5,6-dimethyl-1H-benzimidazol-4,7-dione). Isolated yield 104.5%. Reaction SMILES: C([O:5][C:6]([C:8]1[CH:13]=[CH:12][CH:11]=[CH:10][C:9]=1[C:14]1[CH:19]=[CH:18][C:17]([CH2:20][N:21]2[C:25]3[C:26](=[O:33])[C:27]([CH3:32])=[C:28]([CH3:31])[C:29](=[O:30])[C:24]=3[N:23]=[C:22]2[CH2:34][CH2:35][CH2:36][CH3:37])=[CH:16][CH:15]=1)=[O:7])(C)(C)C.FC(F)(F)C(O)=O.C(=O)(O)[O-].[Na+]>C(Cl)(Cl)Cl>[C:6]([C:8]1[CH:13]=[CH:12][CH:11]=[CH:10][C:9]=1[C:14]1[CH:15]=[CH:16][C:17]([CH2:20][N:21]2[C:25]3[C:26](=[O:33])[C:27]([CH3:32])=[C:28]([CH3:31])[C:29](=[O:30])[C:24]=3[N:23]=[C:22]2[CH2:34][CH2:35][CH2:36][CH3:37])=[CH:18][CH:19]=1)([OH:7])=[O:5] |f:2.3|. Procedure details: 420 mg (0.8 mmol) Of the ester was dissolved in 20 ml of chloroform, and to this was added 4 ml of trifluoroacetic acid and the mixture was heated under reflux for 2 hours. After the reaction mixture was cooled, an aqueous saturated solution of sodium bicarbonate was added to adjust pH to 8. The organic layer was washed with an aqueous saturated saline solution and dried over anhydrous sodium sulphate, and the solvent was distilled off under the reduced pressure to obtain 370 mg of 1-[(2'-carbox...